The task is: describe an organic reaction: reactants, conditions, products, and yield. This data is from the Open Reaction Database (ORD), a public repository of structured organic reaction records. Starting materials: C(=C)C(=O)C (methyl vinyl ketone), C1CCC[C@H]2C=CC=3C=4N([C@@H]21)C2=C(C4CCC3)C=NC=C2 ((±)-trans-1,2,3,4,4a,8,9,14a-octahydropyrido[4',3':2,3]indolo[1,7-ab][1]benzazepine), C(=C)C(=O)C (methyl vinyl ketone). The solvent is C(C)O (ethanol). Reaction conditions: time 4 day. Yields the product C1CC(CC2/C=C/C=3C=4N(C21)C2=C(C4CCC3)C=NC=C2)CCC(C)=O ((±)-4-(trans-1,2,3,4,4a,8,9,14a-octahydropyrido[4',3':2,3]indolo[1,7-ab][1]benzazepin-3-yl)-2-butanone). Yield: 86.5%. Reaction SMILES: [CH:1]([C:3]([CH3:5])=[O:4])=[CH2:2].[CH2:6]1[C@@H:16]2[C@H:10]([CH:11]=[CH:12][C:13]3[C:14]4[N:15]2[C:17]2[CH:26]=[CH:25][N:24]=[CH:23][C:18]=2[C:19]=4[CH2:20][CH2:21][CH:22]=3)[CH2:9][CH2:8][CH2:7]1>C(O)C>[CH2:6]1[CH:16]2[CH:10]([CH:11]=[CH:12][C:13]3[C:14]4[N:15]2[C:17]2[CH:26]=[CH:25][N:24]=[CH:23][C:18]=2[C:19]=4[CH2:20][CH2:21][CH:22]=3)[CH2:9][CH:8]([CH2:2][CH2:1][C:3](=[O:4])[CH3:5])[CH2:7]1. Reported procedure: 2.3 grams of methyl vinyl ketone was added to a solution of 8.3 grams of (±)-trans-1,2,3,4,4a,8,9,14a-octahydropyrido[4',3':2,3]indolo[1,7-ab][1]benzazepine in 400 ml. of ethanol. The mixture was permitted to stand at room temperature for four days, after which an additional 2.6 grams of methyl vinyl ketone was added. This mixture was permitted to stand at room temperature for three days, and was then filtered, evaporated to dryness in vacuo, and triturated with pentane. The resulting solid was ... The product is O[C@@H](CNCCC1=CC=C(C=C1)C1=CC=C(C=C1)C(=O)OC)C=1C=NC=CC1 (methyl 4′-[2-[[(2R)-2-hydroxy-2-(3-pyridyl)ethyl]-amino]ethyl]-1,1′-biphenyl-4-carboxylate). Solvent: CO (methanol), O (water). Isolated yield 92.3%. The reagents and catalysts are [Pd] (palladium on carbon). As a reaction SMILES: C([N:8]([CH2:19][CH2:20][C:21]1[CH:26]=[CH:25][C:24]([C:27]2[CH:32]=[CH:31][C:30]([C:33]([O:35][CH3:36])=[O:34])=[CH:29][CH:28]=2)=[CH:23][CH:22]=1)[CH2:9][C@@H:10]([C:12]1[CH:13]=[N:14][C:15](Cl)=[CH:16][CH:17]=1)[OH:11])C1C=CC=CC=1.C([O-])=O.[NH4+]>[Pd].CO.O>[OH:11][C@H:10]([C:12]1[CH:13]=[N:14][CH:15]=[CH:16][CH:17]=1)[CH2:9][NH:8][CH2:19][CH2:20][C:21]1[CH:22]=[CH:23][C:24]([C:27]2[CH:32]=[CH:31][C:30]([C:33]([O:35][CH3:36])=[O:34])=[CH:29][CH:28]=2)=[CH:25][CH:26]=1 |f:1.2|. Procedure details: Methyl 4′-[2-[N-benzyl-N-[(2R)-2-(6-chloro-3-pyridyl)-2-hydroxyethyl]amino]ethyl]-1,1′-biphenyl-4-carboxylate (470 mg), ammonium formate (296 mg) and palladium on carbon powder (100 mg) in methanol (10 ml) and water (1.0 ml) was refluxed for 30 minutes. The reaction mixture was filtrated and poured into water and extracted with ethyl acetate. The organic layer was washed with brine, dried over magnesium sulfate, and evaporated in vacuo. A mixture of the residue was chromatographed (chloroform-me... Starting materials: C(C1=CC=CC=C1)N(C[C@H](O)C=1C=NC(=CC1)Cl)CCC1=CC=C(C=C1)C1=CC=C(C=C1)C(=O)OC (Methyl 4′-[2-[N-benzyl-N-[(2R)-2-(6-chloro-3-pyridyl)-2-hydroxyethyl]amino]ethyl]-1,1′-biphenyl-4-carboxylate), C(=O)[O-].[NH4+] (ammonium formate). The reactants are OCC1N(CCC1)CC1=CC=C(C=C1)NC=C1C(NC(C2=CC=C(C=C12)I)=O)=O (4-{[4-(2-Hydroxymethyl-pyrrolidin-1-ylmethyl)-phenylamino]-methylene}-6-iodo-4H-isoquinoline-1,3-dione), S1C=C(C=C1)B(O)O (3-thienylboronic acid), C(=O)([O-])[O-].[Na+].[Na+] (Na2CO3), C(Cl)(Cl)Cl (CHCl3), P(C(C)(C)C)(C(C)(C)C)C(C)(C)C (P(tBu)3), [H+].[B-](F)(F)(F)F (HBF4). Reagents/catalysts: C=1C=CC(=CC1)/C=C/C(=O)/C=C/C2=CC=CC=C2.C=1C=CC(=CC1)/C=C/C(=O)/C=C/C2=CC=CC=C2.C=1C=CC(=CC1)/C=C/C(=O)/C=C/C2=CC=CC=C2.[Pd].[Pd] (Pd2(dba)3). The solvent is CN(C=O)C (N,N-dimethylformamide). Run at temperature 100 celsius. The product is OCC1N(CCC1)CC1=CC=C(C=C1)NC=C1C(NC(C2=CC=C(C=C12)C1=CSC=C1)=O)=O (4-{[4-(2-Hydroxymethyl-pyrrolidin-1-ylmethyl)-phenylamino]-methylene}-6-thiophen-3-yl-4H-isoquinoline-1,3-dione). Yield: 49.0%. As a reaction SMILES: [OH:1][CH2:2][CH:3]1[CH2:7][CH2:6][CH2:5][N:4]1[CH2:8][C:9]1[CH:14]=[CH:13][C:12]([NH:15][CH:16]=[C:17]2[C:26]3[C:21](=[CH:22][CH:23]=[C:24](I)[CH:25]=3)[C:20](=[O:28])[NH:19][C:18]2=[O:29])=[CH:11][CH:10]=1.[S:30]1[CH:34]=[CH:33][C:32](B(O)O)=[CH:31]1.C([O-])([O-])=O.[Na+].[Na+].C(Cl)(Cl)Cl.P(C(C)(C)C)(C(C)(C)C)C(C)(C)C.[H+].[B-](F)(F)(F)F>CN(C)C=O.C1C=CC(/C=C/C(/C=C/C2C=CC=CC=2)=O)=CC=1.C1C=CC(/C=C/C(/C=C/C2C=CC=CC=2)=O)=CC=1.C1C=CC(/C=C/C(/C=C/C2C=CC=CC=2)=O)=CC=1.[Pd].[Pd]>[OH:1][CH2:2][CH:3]1[CH2:7][CH2:6][CH2:5][N:4]1[CH2:8][C:9]1[CH:14]=[CH:13][C:12]([NH:15][CH:16]=[C:17]2[C:26]3[C:21](=[CH:22][CH:23]=[C:24]([C:32]4[CH:33]=[CH:34][S:30][CH:31]=4)[CH:25]=3)[C:20](=[O:28])[NH:19][C:18]2=[O:29])=[CH:11][CH:10]=1 |f:2.3.4,7.8,10.11.12.13.14|. Reported procedure: To a solution of 4-{[4-(2-Hydroxymethyl-pyrrolidin-1-ylmethyl)-phenylamino]-methylene}-6-iodo-4H-isoquinoline-1,3-dione (200 mg, 0.40 mmol) in N,N-dimethylformamide (10 mL) were added 3-thienylboronic acid (120 mg, 0.94 mmol) and Na2CO3 (216 mg, 2.0 mmol). Pd2(dba)3.CHCl3 (20 mg, 0.02 mmol) and P(tBu)3.HBF4 (19 mg, 0.06 mmol) were then added. The mixture is then degassed and heated at 100° C. for 1 h. The N,N-dimethylformamide is then evaporated under reduced pressure and the residue is taken up... Starting materials: N(=[N+]=[N-])CCC=1N=C(SC1C)C1=CC=C(C=C1)C (4-(2-Azidoethyl)-5-methyl-2-p-tolylthiazole), C1(=CC=CC=C1)P(C1=CC=CC=C1)C1=CC=CC=C1 (triphenylphosphine). Reagents/catalysts: O (water). Conditions: time 8 hour. Yields the product CC1=C(N=C(S1)C1=CC=C(C=C1)C)CCN (2-(5-methyl-2-p-tolylthiazol-4-yl)ethanamine). Isolated yield 99.7%. As a reaction SMILES: [N:1]([CH2:4][CH2:5][C:6]1[N:7]=[C:8]([C:12]2[CH:17]=[CH:16][C:15]([CH3:18])=[CH:14][CH:13]=2)[S:9][C:10]=1[CH3:11])=[N+]=[N-].C1(P(C2C=CC=CC=2)C2C=CC=CC=2)C=CC=CC=1>O>[CH3:11][C:10]1[S:9][C:8]([C:12]2[CH:17]=[CH:16][C:15]([CH3:18])=[CH:14][CH:13]=2)=[N:7][C:6]=1[CH2:5][CH2:4][NH2:1]. Procedure: 4-(2-Azidoethyl)-5-methyl-2-p-tolylthiazole (160 mg, 619 μmol), triphenylphosphine polymer bound (270 mg, 803 μmol) and water (2 drops, 8 μL, 444 μmol) were combined at RT to give a brown suspension. The mixture was stirred at RT overnight. The suspension was filtered and the liquid was evaporated to give the product as light yellow oil (151 mg, 617 μmol, 99.7%) which was used without further purification for the next step. The reactants are C(CCC)(=O)CC(=O)OCC1=CC=CC=C1 (benzyl butyrylacetate), N (ammonia). Yields the product NC(=CC(=O)OCC1=CC=CC=C1)CCC (benzyl 3-amino-2-hexenoate), oil. Yield: 95.0%. As a reaction SMILES: [C:1]([CH2:6][C:7]([O:9][CH2:10][C:11]1[CH:16]=[CH:15][CH:14]=[CH:13][CH:12]=1)=[O:8])(=O)[CH2:2][CH2:3][CH3:4].[NH3:17]>>[NH2:17][C:1]([CH2:2][CH2:3][CH3:4])=[CH:6][C:7]([O:9][CH2:10][C:11]1[CH:16]=[CH:15][CH:14]=[CH:13][CH:12]=1)=[O:8]. Procedure details: A mixture of benzyl butyrylacetate (22.0 g, 0.10 mol) and 10 g of 4 Å molecular sieves was treated with ammonia gas which was bubbled through the mixture for 38 hrs at 50° C. After filtration, benzyl 3-amino-2-hexenoate was obtained as a yellowish oil (21 g, 95%).